This data is from the Open Reaction Database (ORD), a public repository of structured organic reaction records. The task is: describe an organic reaction: reactants, conditions, products, and yield RXN SMILES: [CH:1]1[C:6]([O:7][CH2:8][C:9]([F:12])([F:11])[F:10])=[CH:5][C:4]([C:13](NCC2NCCCC2)=[O:14])=[C:3]([O:23][CH2:24][C:25]([F:28])([F:27])[F:26])[CH:2]=1.OC1C=CC(O)=CC=1C(O)=O.FC(F)(S([O:55][CH2:56][C:57]([F:60])([F:59])[F:58])(=O)=O)C(F)(F)C(F)(F)C(F)(F)F>>[F:27][C:25]([F:26])([F:28])[CH2:24][O:23][C:3]1[CH:2]=[CH:1][C:6]([O:7][CH2:8][C:9]([F:12])([F:11])[F:10])=[CH:5][C:4]=1[C:13]([O:55][CH2:56][C:57]([F:60])([F:59])[F:58])=[O:14]. The reactants are C1=CC(=C(C=C1OCC(F)(F)F)C(=O)NCC2CCCCN2)OCC(F)(F)F (FLECAINIDE), OC1=C(C(=O)O)C=C(C=C1)O (2,5-dihydroxybenzoic acid), FC(C(C(C(F)(F)F)(F)F)(F)F)(S(=O)(=O)OCC(F)(F)F)F (trifluoroethanol perfluorobutanesulphonate). Yields the product FC(COC1=C(C(=O)OCC(F)(F)F)C=C(C=C1)OCC(F)(F)F)(F)F (trifluoroethanol 2,5-bis-trifluoroethoxybenzoate). Procedure details: Process for the synthesis of FLECAINIDE comprising the reaction between 2,5-dihydroxybenzoic acid with trifluoroethanol perfluorobutanesulphonate to give the intermediate trifluoroethanol 2,5-bis-trifluoroethoxybenzoate, the reaction of said intermediate with 2-aminomethylpiperidine to give FLECAINIDE. Starting materials: [NH4+].[Cl-] (NH4Cl), Cl[Si](C)(C)C (chlorotrimethylsilane), COC(C=C1CCCCC1)=O (cyclohexylidene-acetic acid methyl ester), [Li]C (MeLi). Run at temperature 0 celsius, time 10 minute. Reagents/catalysts: [Cu]I (CuI). Yields the product COC(CC1(CCCCC1)C)=O ((1-methyl-cyclohexyl)-acetic acid methyl ester). Reported procedure: Step B To a suspension of CuI (7.61 g, 40 mmol) in anhydrous ethyl ether (20 mL) at 0° C. was added an ethyl ether solution (1.6 M) of MeLi (50 mL, 80 mmol) The reaction mixture was stirred at 0° C. for 10 min. The solvent was evaporated under reduced pressure, then dichloromethane (20 mL) was added under nitrogen at 0° C. The mixture was stirred for 5 min. The solvent was evaporated again. To the residue was added dichlormethane (20 mL), and the temperature of the mixture was lowered to −78° C.... Reaction SMILES: [Li][CH3:2].Cl[Si](C)(C)C.[CH3:8][O:9][C:10](=[O:18])[CH:11]=[C:12]1[CH2:17][CH2:16][CH2:15][CH2:14][CH2:13]1.[NH4+].[Cl-]>C(OCC)C.[Cu]I.ClCCl>[CH3:8][O:9][C:10](=[O:18])[CH2:11][C:12]1([CH3:2])[CH2:13][CH2:14][CH2:15][CH2:16][CH2:17]1 |f:3.4|. Run in ClCCl (dichloromethane), C(C)OCC (ethyl ether), C(C)OCC (ethyl ether). The yield is 96.9%. Starting materials: CCOC(C)=O, Cc1ccc(S(=O)(=O)OCCCCCC2Cc3cc(OCc4ccccc4)ccc3C3CCC4(C)C(=O)CCC4C23)cc1, CCCCCC, FC(F)(F)C(F)(F)CCCSCC1CCCN1. Yields the product CC12CCC3c4ccc(OCc5ccccc5)cc4CC(CCCCCN4CCCC4CSCCCC(F)(F)C(F)(F)F)C3C1CCC2=O. Reaction SMILES: [C:61]([O:62][CH2:63][CH3:64])(=[O:65])[CH3:66].[CH2:1]([c:2]1[cH:3][cH:4][cH:5][cH:6][cH:7]1)[O:8][c:9]1[cH:10][c:11]2[c:24]([cH:25][cH:26]1)[CH:23]1[CH:14]([CH:13]([CH2:28][CH2:29][CH2:30][CH2:31][CH2:32][O:33][S:34]([c:35]3[cH:36][cH:37][c:38]([CH3:39])[cH:40][cH:41]3)(=[O:42])=[O:43])[CH2:12]2)[CH:15]2[CH2:16][CH2:17][C:18](=[O:27])[C:19]2([CH3:20])[CH2:21][CH2:22]1.[CH3:67][CH2:68][CH2:69][CH2:70][CH2:71][CH3:72].[F:44][C:45]([CH2:46][CH2:47][CH2:48][S:49][CH2:50][CH:51]1[NH:52][CH2:53][CH2:54][CH2:55]1)([C:56]([F:57])([F:58])[F:59])[F:60]>>[CH2:1]([c:2]1[cH:3][cH:4][cH:5][cH:6][cH:7]1)[O:8][c:9]1[cH:10][c:11]2[c:24]([cH:25][cH:26]1)[CH:23]1[CH:14]([CH:13]([CH2:28][CH2:29][CH2:30][CH2:31][CH2:32][N:52]3[CH:51]([CH2:50][S:49][CH2:48][CH2:47][CH2:46][C:45]([F:44])([C:56]([F:57])([F:58])[F:59])[F:60])[CH2:55][CH2:54][CH2:53]3)[CH2:12]2)[CH:15]2[CH2:16][CH2:17][C:18](=[O:27])[C:19]2([CH3:20])[CH2:21][CH2:22]1.